From a dataset of the Open Reaction Database (ORD), a public repository of structured organic reaction records. describe an organic reaction: reactants, conditions, products, and yield The reactants are ClCCl (dichloromethane), C(C)(C)(C)OC(=O)N1CCC(CC1)N (4-amino-piperidine-1-carboxylic acid tert-butyl ester), FC=1C=CC(=C(C1)C(F)(F)F)[N+](=O)[O-] (5-fluoro-2-nitrobenzotrifluoride), C([O-])([O-])=O.[K+].[K+] (potassium carbonate). The solvent is CS(=O)C (dimethylsulfoxide), C(C)OCC (diethylether), petrol ether. Product: Cl.[N+](=O)([O-])C1=C(C=C(C=C1)NC1CCNCC1)C(F)(F)F ((4-nitro-3-trifluoromethyl-phenyl)-piperidin-4-yl-amine hydrochloride). Reaction SMILES: C(OC([N:8]1[CH2:13][CH2:12][CH:11]([NH2:14])[CH2:10][CH2:9]1)=O)(C)(C)C.F[C:16]1[CH:17]=[CH:18][C:19]([N+:26]([O-:28])=[O:27])=[C:20]([C:22]([F:25])([F:24])[F:23])[CH:21]=1.C(=O)([O-])[O-].[K+].[K+].[Cl:35]CCl>CS(C)=O.C(OCC)C>[ClH:35].[N+:26]([C:19]1[CH:18]=[CH:17][C:16]([NH:14][CH:11]2[CH2:10][CH2:9][NH:8][CH2:13][CH2:12]2)=[CH:21][C:20]=1[C:22]([F:23])([F:24])[F:25])([O-:28])=[O:27] |f:2.3.4,8.9|. Procedure: A solution of 4-amino-piperidine-1-carboxylic acid tert-butyl ester (47.8 g; 0.23 mol), 5-fluoro-2-nitrobenzotrifluoride (50.0 g; 0.23 mol) and potassium carbonate (99.7 g; 0.69 mol) in dimethylsulfoxide (600 mL) is heated at 100° C. for 3.5 hours. The mixture is then diluted with dichloromethane (200 mL) and is washed aq. sat ammonium chloride (2×55 mL) and with brine (25 mL). The organic layer is then dried over magnesium sulfate, filtered and concentrated under reduced pressure. The residue o...